From a dataset of the Open Reaction Database (ORD), a public repository of structured organic reaction records. describe an organic reaction: reactants, conditions, products, and yield Starting materials: C(C)(=O)NC1=CC=C(C=O)C=C1 (p-acetamidobenzaldehyde), C(#N)CC(=O)OC (methyl cyanoacetate), CO (methanol). The reagents and catalysts are N1CCCCC1 (piperidine). Run in C(Cl)Cl (methylene chloride). Yields the product C(#N)C(C(=O)OC)=CC1=CC=C(C=C1)NC(C)=O (methyl 2-Cyano-3-(4-Acetamidophenyl)propenoate). RXN SMILES: [C:1]([NH:4][C:5]1[CH:12]=[CH:11][C:8]([CH:9]=O)=[CH:7][CH:6]=1)(=[O:3])[CH3:2].[C:13]([CH2:15][C:16]([O:18][CH3:19])=[O:17])#[N:14].CO>N1CCCCC1.C(Cl)Cl>[C:13]([C:15](=[CH:9][C:8]1[CH:11]=[CH:12][C:5]([NH:4][C:1](=[O:3])[CH3:2])=[CH:6][CH:7]=1)[C:16]([O:18][CH3:19])=[O:17])#[N:14]. Procedure details: A mixture of p-acetamidobenzaldehyde (4.08 g, 0.025 m), methyl cyanoacetate (2.50 g, 0.026 m), methanol (75 ml) and piperidine (10 drops) is heated and stirred at reflux for 0.5 hour. The reaction mixture is cooled and the pale yellow solid collected by filtration and dried in air. Recrystallization of the product from 50/50 isopropanol/toluene (by volume) gives 4.5 g of pure UV absorber product by mass spectrum analysis which has an absorption maximum at 346 nm in methylene chloride.